From a dataset of the Open Reaction Database (ORD), a public repository of structured organic reaction records. describe an organic reaction: reactants, conditions, products, and yield Reactants: CC(C)(C)c1nnc(Oc2ccc(N)cc2)o1, CCOC(=O)C1C(=O)N(C)C(=O)N(C)C1=O, Cc1ccccc1. The product is CN1C(=O)C(C(=O)Nc2ccc(Oc3nnc(C(C)(C)C)o3)cc2)C(=O)N(C)C1=O. As a reaction SMILES: [C:17]([CH3:18])([CH3:19])([CH3:20])[c:21]1[n:22][n:23][c:24]([O:26][c:27]2[cH:28][cH:29][c:30]([NH2:33])[cH:31][cH:32]2)[o:25]1.[CH3:1][N:2]1[C:3](=[O:4])[N:5]([CH3:16])[C:6](=[O:7])[CH:8]([C:11]([O:13][CH2:12][CH3:14])=[O:15])[C:9]1=[O:10].[CH3:34][c:35]1[cH:36][cH:37][cH:38][cH:39][cH:40]1>>[CH3:1][N:2]1[C:3](=[O:4])[N:5]([CH3:16])[C:6](=[O:7])[CH:8]([C:11](=[O:13])[NH:33][c:30]2[cH:29][cH:28][c:27]([O:26][c:24]3[n:23][n:22][c:21]([C:17]([CH3:18])([CH3:19])[CH3:20])[o:25]3)[cH:32][cH:31]2)[C:9]1=[O:10]. Solvent: C1CCOC1 (THF). The product is BrC1=CN(C2=CC(=CC=C12)N1CCN(CC1)C(=O)OC(C)(C)C)C1=CC=NC=C1 (tert-butyl 4-(3-bromo-1-(pyridin-4-yl)-1H-indol-6-yl)piperazine-1-carboxylate). Starting materials: BrN1C(CCC1=O)=O (N-Bromosuccinimide), N1=CC=C(C=C1)N1C=CC2=CC=C(C=C12)N1CCN(CC1)C(=O)OC(C)(C)C (tert-butyl 4-(1-(pyridin-4-yl)-1H-indol-6-yl)piperazine-1-carboxylate), N1=CC=CC=C1 (pyridine). As a reaction SMILES: [Br:1]N1C(=O)CCC1=O.[N:9]1[CH:14]=[CH:13][C:12]([N:15]2[C:23]3[C:18](=[CH:19][CH:20]=[C:21]([N:24]4[CH2:29][CH2:28][N:27]([C:30]([O:32][C:33]([CH3:36])([CH3:35])[CH3:34])=[O:31])[CH2:26][CH2:25]4)[CH:22]=3)[CH:17]=[CH:16]2)=[CH:11][CH:10]=1.N1C=CC=CC=1>C1COCC1>[Br:1][C:17]1[C:18]2[C:23](=[CH:22][C:21]([N:24]3[CH2:25][CH2:26][N:27]([C:30]([O:32][C:33]([CH3:36])([CH3:35])[CH3:34])=[O:31])[CH2:28][CH2:29]3)=[CH:20][CH:19]=2)[N:15]([C:12]2[CH:11]=[CH:10][N:9]=[CH:14][CH:13]=2)[CH:16]=1. Procedure details: N-Bromosuccinimide (64.4 mg, 0.36 mmol) was added to a mixture solution of tert-butyl 4-(1-(pyridin-4-yl)-1H-indol-6-yl)piperazine-1-carboxylate (137 mg, 0.36 mmol) in THF (12 mL) at −78° C. After stirring at −78° C. for 2 hours, the mixture was further stirred at 0° C. for 1 hour and then pyridine (88 μL, 1.09 mmol) was added. After filtering using a diatomite pad, the solution was adsorbed by adding silica gel. Purification by chromatography (silica gel, EA:Hx=4:1) yielded the target compound ... Conditions: temperature -78 celsius, time 2 hour. The yield is 29.8%. Starting materials: C(C)(C)NC(C)C (diisopropylamine), C(CCC)[Li] (n-butyllithium), C(=O)=O (dry ice), ClC1=NC(=CC(=C1)OC)Cl (2,6-dichloro-4-methoxypyridine), [Cl-].[NH4+] (ammonium chloride), Cl (hydrochloric acid). The solvent is O1CCCC1 (tetrahydrofuran), O1CCCC1 (tetrahydrofuran). Conditions: time 5 minute. Product: ClC1=C(C(=O)O)C(=CC(=N1)Cl)OC (2,6-Dichloro-4-methoxynicotinic Acid). The yield is 49.9%. As a reaction SMILES: C(NC(C)C)(C)C.C([Li])CCC.[Cl:13][C:14]1[CH:19]=[C:18]([O:20][CH3:21])[CH:17]=[C:16]([Cl:22])[N:15]=1.[C:23](=[O:25])=[O:24].[Cl-].[NH4+].Cl>O1CCCC1>[Cl:22][C:16]1[N:15]=[C:14]([Cl:13])[CH:19]=[C:18]([O:20][CH3:21])[C:17]=1[C:23]([OH:25])=[O:24] |f:4.5|. Procedure details: To a solution of diisopropylamine (1.83 mL) in tetrahydrofuran (40 mL) was added n-butyllithium (2.64 mol/L n-hexane solution, 4.52 mL) at −78° C., and the mixture was stirred at the same temperature for 5 minutes. To the reaction mixture was added a solution of 2,6-dichloro-4-methoxypyridine (1.93 g) in tetrahydrofuran (10 mL) in a dropwise manner, and the mixture was stirred at the same temperature for 30 minutes. To the reaction mixture was added dry ice (5 g), and the mixture was stirred at ... Starting materials: C(C1=CC=CC=C1)OC1=CC(N(C=C1)CC(=O)C1=C(C=C(C=C1)CBr)C)=O (4-Benzyloxy-1-[2-(4-bromomethyl-2-methyl-phenyl)-2-oxo-ethyl]-1H-pyridin-2-one), ClC=1C=CC(=NC1)COC1=CC(N(C=C1)CC(=O)C1=C(C=C(C=C1)CO)C)=O (4-(5-chloro-pyridin-2-ylmethoxy)-1-[2-(4-hydroxymethyl-2-methyl-phenyl)-2-oxo-ethyl]-1H-pyridin-2-one). Product: BrCC1=CC(=C(C=C1)C(CN1C(C=C(C=C1)OCC1=NC=C(C=C1)Cl)=O)=O)C (1-[2-(4-Bromomethyl-2-methyl-phenyl)-2-oxo-ethyl]-4-(5-chloro-pyridin-2-ylmethoxy)-1H-pyridin-2-one). As a reaction SMILES: C(OC1C=CN(CC(C2C=CC(C[Br:25])=CC=2C)=O)C(=O)C=1)C1C=CC=CC=1.[Cl:28][C:29]1[CH:30]=[CH:31][C:32]([CH2:35][O:36][C:37]2[CH:42]=[CH:41][N:40]([CH2:43][C:44]([C:46]3[CH:51]=[CH:50][C:49]([CH2:52]O)=[CH:48][C:47]=3[CH3:54])=[O:45])[C:39](=[O:55])[CH:38]=2)=[N:33][CH:34]=1>>[Br:25][CH2:52][C:49]1[CH:50]=[CH:51][C:46]([C:44](=[O:45])[CH2:43][N:40]2[CH:41]=[CH:42][C:37]([O:36][CH2:35][C:32]3[CH:31]=[CH:30][C:29]([Cl:28])=[CH:34][N:33]=3)=[CH:38][C:39]2=[O:55])=[C:47]([CH3:54])[CH:48]=1. Reported procedure: 1-[2-(4-Bromomethyl-2-methyl-phenyl)-2-oxo-ethyl]-4-(5-chloro-pyridin-2-ylmethoxy)-1H-pyridin-2-one is prepared following preparation 1d employing 4-(5-chloro-pyridin-2-ylmethoxy)-1-[2-(4-hydroxymethyl-2-methyl-phenyl)-2-oxo-ethyl]-1H-pyridin-2-one Reactants: CC(C)(C)c1cc(I)c(O)c(CN)c1, O=C1CCSCC1, c1ccccc1. The product is CC(C)(C)c1cc(I)c2c(c1)CNC1(CCSCC1)O2. As a reaction SMILES: [NH2:1][CH2:2][c:3]1[c:4]([OH:14])[c:5]([I:13])[cH:6][c:7]([C:9]([CH3:10])([CH3:11])[CH3:12])[cH:8]1.[S:15]1[CH2:16][CH2:17][C:18](=[O:21])[CH2:19][CH2:20]1.[cH:22]1[cH:23][cH:24][cH:25][cH:26][cH:27]1>>[NH:1]1[CH2:2][c:3]2[c:4]([c:5]([I:13])[cH:6][c:7]([C:9]([CH3:10])([CH3:11])[CH3:12])[cH:8]2)[O:14][C:18]12[CH2:17][CH2:16][S:15][CH2:20][CH2:19]2. Starting materials: CC(C)(C)COc1ccc2c(c1)C1(COC(N)=N1)c1cc(Br)ccc1O2, CC(=O)O[Pd]Cc1ccccc1P(c1ccccc1C)c1ccccc1C, C1COCCO1, CCOC(C)=O, NC1CC1, [Na+], [Na+], O=C([O-])[O-], O. Product: CC(C)(C)COc1ccc2c(c1)C1(COC(N)=N1)c1cc(C(=O)NC3CC3)ccc1O2. RXN SMILES: [Br:1][c:2]1[cH:3][c:4]2[c:5]([cH:6][cH:7]1)[O:8][c:9]1[cH:10][cH:11][c:12]([O:21][CH2:22][C:23]([CH3:24])([CH3:25])[CH3:26])[cH:13][c:14]1[C:15]21[N:16]=[C:17]([NH2:20])[O:18][CH2:19]1.[C:50]([O:51][Pd:52][CH2:53][c:54]1[cH:55][cH:56][cH:57][cH:58][c:59]1[P:60]([c:61]1[cH:62][cH:63][cH:64][cH:65][c:66]1[CH3:67])[c:68]1[cH:69][cH:70][cH:71][cH:72][c:73]1[CH3:74])(=[O:75])[CH3:76].[CH2:37]1[O:38][CH2:39][CH2:40][O:41][CH2:42]1.[CH3:43][CH2:44][O:45][C:46]([CH3:47])=[O:48].[CH:33]1([NH2:36])[CH2:34][CH2:35]1.[Na+:27].[Na+:28].[O-:29][C:30]([O-:31])=[O:32].[OH2:49]>>[c:2]1([C:30](=[O:32])[NH:36][CH:33]2[CH2:34][CH2:35]2)[cH:3][c:4]2[c:5]([cH:6][cH:7]1)[O:8][c:9]1[cH:10][cH:11][c:12]([O:21][CH2:22][C:23]([CH3:24])([CH3:25])[CH3:26])[cH:13][c:14]1[C:15]21[N:16]=[C:17]([NH2:20])[O:18][CH2:19]1. Starting materials: N1(CCCC1)CN1C=NC2=C1C=CC=C2 (1-pyrrolidin-1-ylmethyl-1H-benzoimidazole), COC(C1=C(C=CC(=C1)CBr)[N+](=O)[O-])=O (5-bromomethyl-2-nitro-benzoic acid methyl ester). Reagents/catalysts: [Zn] (zinc). Solvent: CN(C=O)C (N,N-dimethyl formamide). Run at time 24 hour. Yields the product COC(C1=C(C=CC(=C1)CCN1CCCC1)[N+](=O)[O-])=O (2-nitro-5-(2-pyrrolidin-1-yl-ethyl)-benzoic acid methyl ester). As a reaction SMILES: [N:1]1([CH2:6]N2C3C=CC=CC=3N=C2)[CH2:5][CH2:4][CH2:3][CH2:2]1.[CH3:16][O:17][C:18](=[O:30])[C:19]1[CH:24]=[C:23]([CH2:25]Br)[CH:22]=[CH:21][C:20]=1[N+:27]([O-:29])=[O:28]>CN(C)C=O.[Zn]>[CH3:16][O:17][C:18](=[O:30])[C:19]1[CH:24]=[C:23]([CH2:25][CH2:6][N:1]2[CH2:5][CH2:4][CH2:3][CH2:2]2)[CH:22]=[CH:21][C:20]=1[N+:27]([O-:29])=[O:28]. Procedure details: To a mixture of zinc powder (1.05 g, 16.05 mmol) and 1-pyrrolidin-1-ylmethyl-1H-benzoimidazole (2.95 g, 14.59 mmol) in N,N-dimethyl formamide (40 mL) under a nitrogen atmosphere was added 5-bromomethyl-2-nitro-benzoic acid methyl ester (4.0 g, 14.59 mmol). The reaction mixture was stirred at room temperature for 24 hours, then quenched at 0° C. with an ice-cold 25% aqueous solution of ammonium hydroxide (108 mL). The stirring was continued until most of the solid had dissolved. Undissolved solid... The reactants are C(=O)C=1C=NC=CC1C=1C=C(C#N)C=CC1 (3-(3-formyl-pyridin-4-yl)-benzonitrile), CC1=C(C(=CC(=C1)C)C)[Mg]Br (2,4,6-trimethylphenylmagnesium bromide). Reported procedure: To a solution of 3-(3-formyl-pyridin-4-yl)-benzonitrile (15 mg, 0.075 mmol) in THF (1 mL) at −78° C. was added 0.5 M 2,4,6-trimethylphenylmagnesium bromide in THF (0.3 mL). The reaction mixture was quenched with ammonium chloride and extracted with ethyl acetate. The organic layer was dried over sodium sulfate, concentrated, and the residue purified by flash chromatography eluted with 5% methanol in dichloromethane to yield 3-{3-[hydroxy-(2,4,6-trimethyl-phenyl)-methyl]-pyridin-4-yl}-benzonitril... Run in C1CCOC1 (THF), C1CCOC1 (THF). Yields the product OC(C=1C=NC=CC1C=1C=C(C#N)C=CC1)C1=C(C=C(C=C1C)C)C (3-{3-[hydroxy-(2,4,6-trimethyl-phenyl)-methyl]-pyridin-4-yl}-benzonitrile). Reaction SMILES: [CH:1]([C:3]1[CH:4]=[N:5][CH:6]=[CH:7][C:8]=1[C:9]1[CH:10]=[C:11]([CH:14]=[CH:15][CH:16]=1)[C:12]#[N:13])=[O:2].[CH3:17][C:18]1[CH:23]=[C:22]([CH3:24])[CH:21]=[C:20]([CH3:25])[C:19]=1[Mg]Br>C1COCC1>[OH:2][CH:1]([C:19]1[C:20]([CH3:25])=[CH:21][C:22]([CH3:24])=[CH:23][C:18]=1[CH3:17])[C:3]1[CH:4]=[N:5][CH:6]=[CH:7][C:8]=1[C:9]1[CH:10]=[C:11]([CH:14]=[CH:15][CH:16]=1)[C:12]#[N:13]. Starting materials: Cl.O=C1C=CC(=CN1)C1(CCC(CC1)(C)C)NC=O (N-[1-(1,6-dihydro-6-oxo-3-pyridinyl)-4,4-dimethylcyclohexyl]formamide hydrochloride). Solvent: CO (methanol). Product: Cl.NC1(CCC(CC1)(C)C)C=1C=CC(NC1)=O (5-(1-amino-4,4-dimethylcyclohexyl)-2(1H)-pyridinone hydrochloride). RXN SMILES: [ClH:1].[O:2]=[C:3]1[NH:8][CH:7]=[C:6]([C:9]2([NH:17]C=O)[CH2:14][CH2:13][C:12]([CH3:16])([CH3:15])[CH2:11][CH2:10]2)[CH:5]=[CH:4]1>CO>[ClH:1].[NH2:17][C:9]1([C:6]2[CH:5]=[CH:4][C:3](=[O:2])[NH:8][CH:7]=2)[CH2:14][CH2:13][C:12]([CH3:16])([CH3:15])[CH2:11][CH2:10]1 |f:0.1,3.4|. Procedure details: A solution of N-[1-(1,6-dihydro-6-oxo-3-pyridinyl)-4,4-dimethylcyclohexyl]formamide hydrochloride (7.05 g) in 125 ml of methanol was heated at reflux for 24 hours, and then the solution was cooled and concentrated in vacuo to a volume of 25 ml. The precipitated powder was collected, affording 3.07 g of analytically pure 5-(1-amino-4,4-dimethylcyclohexyl)-2(1H)-pyridinone hydrochloride, m.p. 229°-230° C. Starting materials: Nc1cccc(Br)c1, CS(=O)(=O)Cl, c1ccncc1. Product: CS(=O)(=O)Nc1cccc(Br)c1. Reaction SMILES: [Br:1][c:2]1[cH:3][c:4]([NH2:5])[cH:6][cH:7][cH:8]1.[CH3:9][S:10](=[O:11])(=[O:12])[Cl:13].[cH:14]1[cH:15][cH:16][n:17][cH:18][cH:19]1>>[Br:1][c:2]1[cH:3][c:4]([NH:5][S:10]([CH3:9])(=[O:11])=[O:12])[cH:6][cH:7][cH:8]1.